The task is: describe an organic reaction: reactants, conditions, products, and yield. This data is from the Open Reaction Database (ORD), a public repository of structured organic reaction records. The reactants are CCO, CN(C)C(=S)S, COc1cc(CCl)nc(N)n1, [Na], O. Product: COc1cc(CSC(=S)N(C)C)nc(N)n1. RXN SMILES: [CH3:19][CH2:20][OH:21].[CH3:2][N:3]([C:4]([SH:5])=[S:6])[CH3:7].[NH2:8][c:9]1[n:10][c:11]([O:17][CH3:18])[cH:12][c:13]([CH2:15][Cl:16])[n:14]1.[Na:1].[OH2:22]>>[CH3:2][N:3]([C:4](=[S:5])[S:6][CH2:15][c:13]1[cH:12][c:11]([O:17][CH3:18])[n:10][c:9]([NH2:8])[n:14]1)[CH3:7].